Task: describe an organic reaction: reactants, conditions, products, and yield. Dataset: the Open Reaction Database (ORD), a public repository of structured organic reaction records Reactants: CC(C)(C)[Si](C)(C)OC1CCC(O)CC1F, O=C([O-])O, CS(=O)(=O)Cl, ClCCl, Cl, [Na+]. Yields the product CC(C)(C)[Si](C)(C)OC1CCC(OS(C)(=O)=O)CC1F. As a reaction SMILES: [C:1]([CH3:2])([CH3:3])([CH3:4])[Si:5]([O:6][CH:7]1[CH:8]([F:14])[CH2:9][CH:10]([OH:13])[CH2:11][CH2:12]1)([CH3:15])[CH3:16].[C:22](=[O:23])([OH:24])[O-:25].[CH3:17][S:18]([Cl:19])(=[O:20])=[O:21].[Cl:28][CH2:29][Cl:30].[ClH:27].[Na+:26]>>[C:1]([CH3:2])([CH3:3])([CH3:4])[Si:5]([O:6][CH:7]1[CH:8]([F:14])[CH2:9][CH:10]([O:13][S:18]([CH3:17])(=[O:20])=[O:21])[CH2:11][CH2:12]1)([CH3:15])[CH3:16]. Starting materials: C1(=CC=CC=C1)NC(CCl)=O (N-phenyl chloroacetamide), CN(C=O)C (N,N-dimethylformamide), CN(C=O)C (N,N-dimethylformamide), NC1=CC=C(C=C1)O (4-aminophenol), CN(C=O)C (N,N-dimethylformamide), [H-].[Na+] (NaH), C1(=CC=CC=C1)C (toluene), [H-].[Na+] (NaH), 4-hydroxy ethylbenzoate. The product is C1(=CC=CC=C1)NC1=CC=C(C(=O)OCC)C=C1 (ethyl 4-phenylaminobenzoate). RXN SMILES: [NH2:1][C:2]1[CH:7]=[CH:6][C:5](O)=[CH:4][CH:3]=1.[H-].[Na+].[C:11]1([CH3:17])[CH:16]=[CH:15][CH:14]=[CH:13][CH:12]=1.C1(N[C:25](=[O:28])[CH2:26]Cl)C=CC=CC=1.CN(C)C=[O:32]>>[C:2]1([NH:1][C:14]2[CH:15]=[CH:16][C:11]([C:17]([O:28][CH2:25][CH3:26])=[O:32])=[CH:12][CH:13]=2)[CH:7]=[CH:6][CH:5]=[CH:4][CH:3]=1 |f:1.2|. Procedure details: 30.2 g of 4-aminophenol was dissolved in 130 ml of N,N-dimethylformamide, followed by the addition of 11.64 g of 57% NaH and agitated at room temperature for 30 rain to obtain a N,N-dimethylformamide solution. 130 ml of toluene and 10.5 g of 57% NaH were added to 41 g of 4-hydroxy ethylbenzoate. After agitation, 45 g of N-phenyl chloroacetamide and 8.7 ml of N,N-dimethylformamide were also added. The toluene recovered from the reflux was reacted with the above N,N-dimethylformamide solution. Aft...